This data is from the Open Reaction Database (ORD), a public repository of structured organic reaction records. The task is: describe an organic reaction: reactants, conditions, products, and yield Yields the product [N+](#[C-])CC(=O)N1CCCCC1 (N-isocyanoacetylpiperidine). Reactants: N1CCCCC1 (piperidine), [N+](#[C-])CC(=O)OCC (ethyl isocyanoacetate). As a reaction SMILES: [NH:1]1[CH2:6][CH2:5][CH2:4][CH2:3][CH2:2]1.[N+:7]([CH2:9][C:10](OCC)=[O:11])#[C-:8]>CO>[N+:7]([CH2:9][C:10]([N:1]1[CH2:6][CH2:5][CH2:4][CH2:3][CH2:2]1)=[O:11])#[C-:8]. The solvent is CO (methanol). Run at time 8 hour. Yield: 95.1%. Procedure details: 48.7 g (570 mmol) of dry piperidine were added to 25.8 g (228 mmol) of ethyl isocyanoacetate in 200 ml of dry methanol, and the mixture was stirred at room temperature overnight. It was subsequently evaporated to dryness and crystallized from ether/isopropanol to give 33 g (=95% of theory) of pure N-isocyanoacetylpiperidine as beige solid.